describe an organic reaction: reactants, conditions, products, and yield From a dataset of the Open Reaction Database (ORD), a public repository of structured organic reaction records. Reactants: OC1=C(C=C(C=C1)Br)CC(=O)O (2-hydroxy-5-bromo-phenylacetic acid), CC(C)([O-])C.[K+] (potassium tert.butoxide), C(C1=CC=CC=C1)Br (benzylbromide). Solvent: CN(C=O)C (dimethylformamide). Reaction conditions: time 3 hour. Yields the product C(C1=CC=CC=C1)OC1=C(C=C(C=C1)Br)CC(=O)O (2-benzyloxy-5-bromo-phenylacetic acid). Reaction SMILES: [OH:1][C:2]1[CH:7]=[CH:6][C:5]([Br:8])=[CH:4][C:3]=1[CH2:9][C:10]([OH:12])=[O:11].CC(C)([O-])C.[K+].[CH2:19](Br)[C:20]1[CH:25]=[CH:24][CH:23]=[CH:22][CH:21]=1>CN(C)C=O>[CH2:19]([O:1][C:2]1[CH:7]=[CH:6][C:5]([Br:8])=[CH:4][C:3]=1[CH2:9][C:10]([OH:12])=[O:11])[C:20]1[CH:25]=[CH:24][CH:23]=[CH:22][CH:21]=1 |f:1.2|. Procedure details: A solution of 12.4 g (0.053 mol) of 2-hydroxy-5-bromo-phenylacetic acid in 125 ml of dimethylformamide is combined with 14 g (0.125 mol) of potassium tert.butoxide. After 15 minutes at ambient temperature 18.5 g (0.108 mol) of benzylbromide are added. The reaction solution is stirred for 3 hours at ambient temperature, poured onto ice water and extracted with ethyl acetate. The combined organic extracts are dried and evaporated down. The residue is dissolved in 100 ml of ethanol and after the ad...